describe an organic reaction: reactants, conditions, products, and yield From a dataset of the Open Reaction Database (ORD), a public repository of structured organic reaction records. Solvent: CN(C=O)C (N,N-dimethylformamide). Product: C(C=C)C(C#N)(C#N)CN1N=C(C=C1)C(C)(C)C (allyl [(3-t-butyl-1H-pyrazole-1-yl)methyl]malononitrile). Reactants: O (Water), Cl.C(C)(C)(C)C1=NN(C=C1)CCl (3-t-butyl-1-(chloromethyl)-1H-pyrazole hydrochloride), C(C=C)C(C#N)C#N (allyl malononitrile), C([O-])([O-])=O.[K+].[K+] (potassium carbonate). Isolated yield 26.4%. Conditions: time 8 hour. Procedure: 1.24 g of 3-t-butyl-1-(chloromethyl)-1H-pyrazole hydrochloride and 0.63 g of allyl malononitrile were dissolved in 18 ml of N,N-dimethylformamide. 1.63 g of potassium carbonate was added to the solution, followed by stirring at room temperature for overnight. Water was added to the reaction mixture, and then extracted with MTBE. The organic layer was washed with water, dried over anhydrous magnesium sulfate, filtered, and concentrated under reduced pressure. The residue was subjected to silica g... RXN SMILES: Cl.[C:2]([C:6]1[CH:10]=[CH:9][N:8]([CH2:11]Cl)[N:7]=1)([CH3:5])([CH3:4])[CH3:3].[CH2:13]([CH:16]([C:19]#[N:20])[C:17]#[N:18])[CH:14]=[CH2:15].C(=O)([O-])[O-].[K+].[K+].O>CN(C)C=O>[CH2:13]([C:16]([CH2:11][N:8]1[CH:9]=[CH:10][C:6]([C:2]([CH3:5])([CH3:4])[CH3:3])=[N:7]1)([C:19]#[N:20])[C:17]#[N:18])[CH:14]=[CH2:15] |f:0.1,3.4.5|.